This data is from the Open Reaction Database (ORD), a public repository of structured organic reaction records. The task is: describe an organic reaction: reactants, conditions, products, and yield The reactants are N1(CCCC1)C(=O)OC(C)(C)C (tert-butyl 1-pyrrolidinecarboxylate), N1(CCCC1)C(=O)OC(C)(C)C (tert-butyl 1-pyrrolidinecarboxylate), C(C)(CC)[Li] (sec-butyllithium), COB(OC)OC (trimethylborate). Solvent: C1CCOC1 (THF). Yields the product N-acetyl-gly-boroproline, B(C1CCCN1C(=O)OC(C)(C)C)(O)O (1-(tert-butoxycarbonyl)pyrrolidin-2-yl-2-boronic acid). RXN SMILES: [N:1]1([C:6]([O:8][C:9]([CH3:12])([CH3:11])[CH3:10])=[O:7])[CH2:5][CH2:4][CH2:3][CH2:2]1.C([Li])(CC)C.C[O:19][B:20](OC)[O:21]C>C1COCC1>[B:20]([OH:21])([OH:19])[CH:5]1[N:1]([C:6]([O:8][C:9]([CH3:12])([CH3:11])[CH3:10])=[O:7])[CH2:2][CH2:3][CH2:4]1. Procedure details: N-acetyl-gly-boroproline 5 was prepared from tert-butyl 1-pyrrolidinecarboxylate (N-t-BOC-pyrrolidine, Aldrich), according to the synthetic route of FIG. 1 and Example 6. Metallation of N-t-BOC-pyrrolidine in THF with sec-butyllithium was followed by addition of trimethylborate to give 1-(tert-butoxycarbonyl)pyrrolidin-2-yl-2-boronic acid 1. Borate esterification with the single enantiomer, (+)-pinanediol in tert-butyl methyl ether (MTBE) gave pinane ester 2 (Coutts et al (1994) Tetrahedron Lett... As a reaction SMILES: [CH:35]([N:36]([CH2:37][CH3:38])[CH:39]([CH3:40])[CH3:41])([CH3:42])[CH3:43].[Cl:1][c:2]1[cH:3][c:4]([O:5][CH2:6][C:7](=[O:8])[Cl:9])[cH:10][c:11]([O:13][c:14]2[cH:15][c:16]([Cl:22])[cH:17][c:18]([C:20]#[N:21])[cH:19]2)[cH:12]1.[Cl:23][c:24]1[c:25]([NH2:26])[cH:27][cH:28][c:29]([S:31](=[O:32])(=[O:33])[CH3:34])[cH:30]1.[O:44]=[CH:45][N:46]([CH3:47])[CH3:48]>>[Cl:1][c:2]1[cH:3][c:4]([O:5][CH2:6][C:7](=[O:8])[NH:26][c:25]2[c:24]([Cl:23])[cH:30][c:29]([S:31](=[O:32])(=[O:33])[CH3:34])[cH:28][cH:27]2)[cH:10][c:11]([O:13][c:14]2[cH:15][c:16]([Cl:22])[cH:17][c:18]([C:20]#[N:21])[cH:19]2)[cH:12]1. The product is CS(=O)(=O)c1ccc(NC(=O)COc2cc(Cl)cc(Oc3cc(Cl)cc(C#N)c3)c2)c(Cl)c1. Reactants: CCN(C(C)C)C(C)C, N#Cc1cc(Cl)cc(Oc2cc(Cl)cc(OCC(=O)Cl)c2)c1, CS(=O)(=O)c1ccc(N)c(Cl)c1, CN(C)C=O. Reaction SMILES: [C:30](=[O:31])([O-:32])[O-:33].[CH3:36][c:37]1[cH:38][cH:39][cH:40][cH:41][cH:42]1.[Cl:1][c:2]1[n:3][cH:4][cH:5][c:6](-[c:8]2[n:9][c:10]([NH:14][CH:15]3[CH2:16][CH2:17][O:18][CH2:19][CH2:20]3)[n:11][cH:12][n:13]2)[n:7]1.[Cl:21][c:22]1[c:23]([NH2:24])[c:25]([CH3:29])[cH:26][cH:27][cH:28]1.[Cs+:34].[Cs+:35].[O:45]=[C:46]([CH:47]=[CH:48][c:49]1[cH:50][cH:51][cH:52][cH:53][cH:54]1)[CH:55]=[CH:56][c:57]1[cH:58][cH:59][cH:60][cH:61][cH:62]1.[O:63]=[C:64]([CH:65]=[CH:66][c:67]1[cH:68][cH:69][cH:70][cH:71][cH:72]1)[CH:73]=[CH:74][c:75]1[cH:76][cH:77][cH:78][cH:79][cH:80]1.[O:81]=[C:82]([CH:83]=[CH:84][c:85]1[cH:86][cH:87][cH:88][cH:89][cH:90]1)[CH:91]=[CH:92][c:93]1[cH:94][cH:95][cH:96][cH:97][cH:98]1.[Pd:43].[Pd:44]>>[c:2]1([NH:24][c:23]2[c:22]([Cl:21])[cH:28][cH:27][cH:26][c:25]2[CH3:29])[n:3][cH:4][cH:5][c:6](-[c:8]2[n:9][c:10]([NH:14][CH:15]3[CH2:16][CH2:17][O:18][CH2:19][CH2:20]3)[n:11][cH:12][n:13]2)[n:7]1. Yields the product Cc1cccc(Cl)c1Nc1nccc(-c2ncnc(NC3CCOCC3)n2)n1. Starting materials: O=C([O-])[O-], Cc1ccccc1, Clc1nccc(-c2ncnc(NC3CCOCC3)n2)n1, Cc1cccc(Cl)c1N, [Cs+], [Cs+], O=C(C=Cc1ccccc1)C=Cc1ccccc1, O=C(C=Cc1ccccc1)C=Cc1ccccc1, O=C(C=Cc1ccccc1)C=Cc1ccccc1, [Pd], [Pd]. Reactants: COc1ccc2ccccc2c1 (substrate), Cn1cccc1[Li] (effective_coupling_partner). The reagents and catalysts are SIMes. Run at temperature 70 celsius, time 12 hour. Yields the product Cn1cccc1c3ccc2ccccc2c3. RXN SMILES: [Br:1][CH2:2][CH2:3][CH:4]([C:5](=[O:6])[OH:7])[c:8]1[cH:9][cH:10][cH:11][cH:12][cH:13]1.[CH3:18][OH:19].[S:14]([Cl:15])([Cl:16])=[O:17]>>[Br:1][CH2:2][CH2:3][CH:4]([C:5](=[O:6])[O:7][CH3:18])[c:8]1[cH:9][cH:10][cH:11][cH:12][cH:13]1. Starting materials: O=C(O)C(CCBr)c1ccccc1, CO, O=S(Cl)Cl. The product is COC(=O)C(CCBr)c1ccccc1. Starting materials: ClC1=CC=CC2=CC=CC=C12 (1-chloronaphthalene), zeolite, [H][H] (hydrogen), 1-chloro- or 1-bromonaphthalene, ClC1=CC=CC2=CC=CC=C12 (1-chloronaphthalene), Cl (HCl), ClC1=CC=CC2=CC=CC=C12 (1-chloro-naphthalene). The product is C1=CC=CC2=CC=CC=C12 (Naphthalene), Cl (HCl). RXN SMILES: [Cl:1][C:2]1[C:11]2[C:6](=[CH:7][CH:8]=[CH:9][CH:10]=2)[CH:5]=[CH:4][CH:3]=1.Cl.[H][H]>>[CH:10]1[C:11]2[C:6](=[CH:5][CH:4]=[CH:3][CH:2]=2)[CH:7]=[CH:8][CH:9]=1.[ClH:1]. Reported procedure: High conversions of 1-chloro- or 1-bromonaphthalene coupled with a long catalyst life can be achieved by the zeolites used according to the invention. The conversion of 1-chloronaphthalene over an amorphous aluminosilicate, in spite of an HCl atmosphere, dropped from 51 to 41% in the course of 4 hours (temperature 400° C., LHSV 0.2 h-1, N. N. Vorozhtsov, Jr. and A. M. Beskin, J. Gen. Chem. USSR, 24, 667/672 (1954) English edition). In contrast, an HEU-1 zeolite converted 56% of 1-chloro-naphthal... Reactants: CC1(C)CC(=O)N(CCCCBr)C(=O)C1, CC(C)(C)c1csc(N2CCNCC2)n1, CN(C)C=O, Cl, [K+], [K+], O=C([O-])[O-], O. Yields the product CC1(C)CC(=O)N(CCCCN2CCN(c3nc(C(C)(C)C)cs3)CC2)C(=O)C1. RXN SMILES: [Br:1][CH2:2][CH2:3][CH2:4][CH2:5][N:6]1[C:7](=[O:15])[CH2:8][C:9]([CH3:13])([CH3:14])[CH2:10][C:11]1=[O:12].[CH3:16][C:17]([CH3:18])([CH3:19])[c:20]1[n:21][c:22]([N:25]2[CH2:26][CH2:27][NH:28][CH2:29][CH2:30]2)[s:23][cH:24]1.[CH3:39][N:40]([CH3:41])[CH:42]=[O:43].[ClH:37].[K+:31].[K+:32].[O-:33][C:34]([O-:35])=[O:36].[OH2:38]>>[CH2:2]([CH2:3][CH2:4][CH2:5][N:6]1[C:7](=[O:15])[CH2:8][C:9]([CH3:13])([CH3:14])[CH2:10][C:11]1=[O:12])[N:28]1[CH2:27][CH2:26][N:25]([c:22]2[n:21][c:20]([C:17]([CH3:16])([CH3:18])[CH3:19])[cH:24][s:23]2)[CH2:30][CH2:29]1.